Dataset: the Open Reaction Database (ORD), a public repository of structured organic reaction records. Task: describe an organic reaction: reactants, conditions, products, and yield Reactants: Pd/C(degussa), ClC=1C=C(C2=C(N1)N(N=C2C)C(C)C)C(=O)O (6-chloro-3-methyl-1-(1-methylethyl)-1H-pyrazolo[3,4-b]pyridine-4-carboxylic acid), Cl (HCl). Product: C(C)(C)N1N=C(C2=C1N=CC=C2C(=O)O)C (1-isopropyl-3-methyl-1H-pyrazolo[3,4-b]pyridine-4-carboxylic acid). Reaction SMILES: Cl[C:2]1[CH:3]=[C:4]([C:15]([OH:17])=[O:16])[C:5]2[C:10]([CH3:11])=[N:9][N:8]([CH:12]([CH3:14])[CH3:13])[C:6]=2[N:7]=1.Cl>>[CH:12]([N:8]1[C:6]2[N:7]=[CH:2][CH:3]=[C:4]([C:15]([OH:17])=[O:16])[C:5]=2[C:10]([CH3:11])=[N:9]1)([CH3:14])[CH3:13]. Procedure details: The title compound was prepared in the same manner as described for example 139 (step a) from 10% Pd/C(degussa) (0.457 g, 0.215 mmol), and 6-chloro-3-methyl-1-(1-methylethyl)-1H-pyrazolo[3,4-b]pyridine-4-carboxylic acid (1.09 g, 4.30 mmol) wherein the stir time was 4 h Upon acidification to pH 3 with 1M HCl, the contents were extracted with EtOAc (2×) and the combined organic layers dried over MgSO4, filtered, and concentrated in vacuo. The collected solid was dried in a vacuum oven at 45° C. fo... Starting materials: COC(=O)C1=CC=C2CC(C(NC2=C1F)C1=CC(=CC=C1)Br)(C)C (2-(3-bromo-phenyl)-8-fluoro-3,3-dimethyl-1,2,3,4-tetrahydro-quinoline-7-carboxylic acid methyl ester), N1CCOCC1 (morpholine), Cl.CN(CC(=O)O)C (N,N-dimethylglycine hydrochloride), C([O-])([O-])=O.[K+].[K+] (potassium carbonate). Reagents/catalysts: [Cu]I (copper(I) iodide). Run in CS(=O)C (dimethyl sulfoxide). Reaction conditions: temperature 120 celsius, time 16 hour. Yields the product COC(=O)C1=CC=C2CC(C(NC2=C1F)C1=CC(=CC=C1)N1CCOCC1)(C)C (8-fluoro-3,3-dimethyl-2-(3-morpholin-4-yl-phenyl)-1,2,3,4-tetrahydro-quinoline-7-carboxylic acid methyl ester). Isolated yield 78.7%. As a reaction SMILES: [CH3:1][O:2][C:3]([C:5]1[C:14]([F:15])=[C:13]2[C:8]([CH2:9][C:10]([CH3:24])([CH3:23])[CH:11]([C:16]3[CH:21]=[CH:20][CH:19]=[C:18](Br)[CH:17]=3)[NH:12]2)=[CH:7][CH:6]=1)=[O:4].[NH:25]1[CH2:30][CH2:29][O:28][CH2:27][CH2:26]1.Cl.CN(C)CC(O)=O.C(=O)([O-])[O-].[K+].[K+]>CS(C)=O.[Cu]I>[CH3:1][O:2][C:3]([C:5]1[C:14]([F:15])=[C:13]2[C:8]([CH2:9][C:10]([CH3:24])([CH3:23])[CH:11]([C:16]3[CH:21]=[CH:20][CH:19]=[C:18]([N:25]4[CH2:30][CH2:29][O:28][CH2:27][CH2:26]4)[CH:17]=3)[NH:12]2)=[CH:7][CH:6]=1)=[O:4] |f:2.3,4.5.6|. Procedure: To a stirred mixture solution of 2-(3-bromo-phenyl)-8-fluoro-4-hydroxy-3,3-dimethyl-1,2,3,4-tetrahydro-quinoline-7-carboxylic acid methyl ester (63.0 g, 154 mmol) and triethylsilane (60 mL) at 25° C. was added trifluoroacetic acid (30 mL) dropwise. The resulting mixture solution was stirred at 25° C. for 3 hours. Then the reaction mixture was concentrated in vacuo and the residue was extracted with ethyl acetate (2×200 mL), washed with saturated aqueous sodium bicarbonate solution (4×100 mL), dr... The reactants are C(#N)CCCNC1(CC(CC(C1)(C)C)(C)C)C (N-(3-Cyanopropyl)-1,3,3,5,5-Pentamethylcyclohexylamine), Cl (HCl). The reagents and catalysts are catalyst, [Pd] (Pd/C). Solvent: C(C)O (ethanol). The product is Cl.CC1(CC(CC(C1)(C)C)(C)C)N1CCCC1 (N-(1,3,3,5,5-Pentamethylcyclohexyl) pyrrolidine hydrochloride). The yield is 49.0%. RXN SMILES: [C:1]([CH2:3][CH2:4][CH2:5][NH:6][C:7]1([CH3:17])[CH2:12][C:11]([CH3:14])([CH3:13])[CH2:10][C:9]([CH3:16])([CH3:15])[CH2:8]1)#N.[ClH:18]>C(O)C.[Pd]>[ClH:18].[CH3:17][C:7]1([N:6]2[CH2:5][CH2:4][CH2:3][CH2:1]2)[CH2:12][C:11]([CH3:14])([CH3:13])[CH2:10][C:9]([CH3:16])([CH3:15])[CH2:8]1 |f:4.5|. Reported procedure: N-(3-Cyanopropyl)-1,3,3,5,5-pentamethylcyclohexylamine (2) (1.2 g, 5.1 mmol) in ethanol (120 ml) and conc. HCl (4 ml) was hydrogenated over 10% Pd/C (250 mg) at 7 bar for 40 h (after 24 h additional portion of catalyst (260 mg) was added). The catalyst was removed by filtration through celite pad and solvent evaporated. The residue was treated with acetonitrile, the solids filtered off and the filtrate evaporated. The crude product vas crystallized from ether to give N-(1,3,3,5,5-pentamethylcycl... Starting materials: CC(=O)NCC1CN(c2ccc([Sn](C)(C)C)c(F)c2)C(=O)O1, CN1CCCC1=O, [Cl-], [Li+], O=C1CC(CO)CN1c1ccc(Br)cn1, O. Yields the product CC(=O)NCC1CN(c2ccc(-c3ccc(N4CC(CO)CC4=O)nc3)c(F)c2)C(=O)O1. RXN SMILES: [C:1]([CH3:2])(=[O:3])[NH:4][CH2:5][CH:6]1[CH2:7][N:8]([c:12]2[cH:13][c:14]([F:22])[c:15]([Sn:18]([CH3:19])([CH3:20])[CH3:21])[cH:16][cH:17]2)[C:9](=[O:11])[O:10]1.[CH3:41][N:42]1[CH2:43][CH2:44][CH2:45][C:46]1=[O:47].[Cl-:39].[Li+:38].[O:23]=[C:24]1[N:25]([c:31]2[n:32][cH:33][c:34]([Br:37])[cH:35][cH:36]2)[CH2:26][CH:27]([CH2:29][OH:30])[CH2:28]1.[OH2:40]>>[C:1]([CH3:2])(=[O:3])[NH:4][CH2:5][CH:6]1[CH2:7][N:8]([c:12]2[cH:13][c:14]([F:22])[c:15](-[c:34]3[cH:33][n:32][c:31]([N:25]4[C:24](=[O:23])[CH2:28][CH:27]([CH2:29][OH:30])[CH2:26]4)[cH:36][cH:35]3)[cH:16][cH:17]2)[C:9](=[O:11])[O:10]1. Starting materials: C([O-])([O-])=O.[Li+].[Li+] (lithium carbonate), C1(CC1)[C@]1([C@@H](NCC1)C(C)C)O ((2S,3R)-3-cyclopropyl-2-isopropylpyrrolidin-3-ol), FC1=CC(=C(C#N)C=C1)OC (4-fluoro-2-methoxybenzonitrile). The product is C(C)[C@@H]1N(CC[C@@]1(O)CC)C1=CC(=C(C#N)C=C1)OC (4-[(2S,3S)-2,3-diethyl-3-hydroxypyrrolidin-1-yl]-2-methoxybenzonitrile), solid. Isolated yield 54.0%. Reaction SMILES: [CH:1]1([C@:4]2([OH:12])[CH2:8][CH2:7][NH:6][C@H:5]2[CH:9]([CH3:11])C)[CH2:3]C1.F[C:14]1[CH:21]=[CH:20][C:17]([C:18]#[N:19])=[C:16]([O:22][CH3:23])[CH:15]=1.C(=O)([O-])[O-].[Li+].[Li+]>>[CH2:9]([C@H:5]1[C@@:4]([CH2:1][CH3:3])([OH:12])[CH2:8][CH2:7][N:6]1[C:14]1[CH:21]=[CH:20][C:17]([C:18]#[N:19])=[C:16]([O:22][CH3:23])[CH:15]=1)[CH3:11] |f:2.3.4|. Procedure details: By an operation in the same manner as in Example 1 and using (2S,3S)-2,3-diethylpyrrolidin-3-ol 0.5 oxalate (201 mg), 4-fluoro-2-methoxybenzonitrile (250 mg) and lithium carbonate (180 mg), the title compound was obtained as a colorless solid (yield: 158 mg, yield: 54%). Starting materials: CC(C)(C)P(c1ccccc1-c1ccccc1)C(C)(C)C, COc1ccc(CN)cc1, CC(C)(C)[O-], Cc1ccccc1, CC(C)(C)OC(=O)N1CCC(Nc2cccc3c(Cl)nccc23)CC1, [Na+], O=C(C=Cc1ccccc1)C=Cc1ccccc1, O=C(C=Cc1ccccc1)C=Cc1ccccc1, O=C(C=Cc1ccccc1)C=Cc1ccccc1, [Pd], [Pd]. Product: COc1ccc(CNc2nccc3c(NC4CCN(C(=O)OC(C)(C)C)CC4)cccc23)cc1. RXN SMILES: [C:36]([P:37]([C:38]([CH3:39])([CH3:40])[CH3:41])[c:42]1[cH:43][cH:44][cH:45][cH:46][c:47]1-[c:48]1[cH:49][cH:50][cH:51][cH:52][cH:53]1)([CH3:54])([CH3:55])[CH3:56].[CH3:26][O:27][c:28]1[cH:29][cH:30][c:31]([CH2:32][NH2:33])[cH:34][cH:35]1.[CH3:57][C:58]([CH3:59])([O-:60])[CH3:61].[CH3:63][c:64]1[cH:65][cH:66][cH:67][cH:68][cH:69]1.[Cl:1][c:2]1[n:3][cH:4][cH:5][c:6]2[c:7]([NH:12][CH:13]3[CH2:14][CH2:15][N:16]([C:19](=[O:20])[O:21][C:22]([CH3:23])([CH3:24])[CH3:25])[CH2:17][CH2:18]3)[cH:8][cH:9][cH:10][c:11]12.[Na+:62].[O:108]=[C:109]([CH:110]=[CH:111][c:112]1[cH:113][cH:114][cH:115][cH:116][cH:117]1)[CH:118]=[CH:119][c:120]1[cH:121][cH:122][cH:123][cH:124][cH:125]1.[O:72]=[C:73]([CH:74]=[CH:75][c:76]1[cH:77][cH:78][cH:79][cH:80][cH:81]1)[CH:82]=[CH:83][c:84]1[cH:85][cH:86][cH:87][cH:88][cH:89]1.[O:90]=[C:91]([CH:92]=[CH:93][c:94]1[cH:95][cH:96][cH:97][cH:98][cH:99]1)[CH:100]=[CH:101][c:102]1[cH:103][cH:104][cH:105][cH:106][cH:107]1.[Pd:70].[Pd:71]>>[c:2]1([NH:33][CH2:32][c:31]2[cH:30][cH:29][c:28]([O:27][CH3:26])[cH:35][cH:34]2)[n:3][cH:4][cH:5][c:6]2[c:7]([NH:12][CH:13]3[CH2:14][CH2:15][N:16]([C:19](=[O:20])[O:21][C:22]([CH3:23])([CH3:24])[CH3:25])[CH2:17][CH2:18]3)[cH:8][cH:9][cH:10][c:11]12.